Task: describe an organic reaction: reactants, conditions, products, and yield. Dataset: the Open Reaction Database (ORD), a public repository of structured organic reaction records Procedure details: The procedure described in Part E of preparation of compound 18 above was employed for the coupling of 4-(pyridin-2-yl)-5,6,7,8-tetrahydropyrido[3,4-d]pyrimidine hydrochloride with 2-(4-methoxy-7-(1H-1,2,3-triazol-1-yl)-1H-pyrrolo[2,3-c]pyridin-3-yl)-2-oxoacetic acid to afford 1-(4-methoxy-7-(1H-1,2,3-triazol-1-yl)-1H-pyrrolo[2,3-c]pyridin-3-yl)-2-(4-(pyridin-2-yl)-5,6-dihydropyrido[3,4-d]pyrimidin-7(8H)-yl)ethane-1,2-dione; HRMS: 486.1677 (M+H)+ [calc'd: 486.1684]; 1HNMR (500 MHz, DMSO-d6) δ 12... Yields the product COC1=C2C(=C(N=C1)N1N=NC=C1)NC=C2C(C(=O)N2CC=1N=CN=C(C1CC2)C2=NC=CC=C2)=O (1-(4-methoxy-7-(1H-1,2,3-triazol-1-yl)-1H-pyrrolo[2,3-c]pyridin-3-yl)-2-(4-(pyridin-2-yl)-5,6-dihydropyrido[3,4-d]pyrimidin-7(8H)-yl)ethane-1,2-dione). RXN SMILES: [CH3:1][O:2][C:3]1[CH:8]=[N:7][C:6]([N:9]2C=NC(C)=[N:10]2)=[C:5]2[NH:15][CH:16]=[C:17]([C:18](=[O:37])[C:19]([N:21]3[CH2:30][CH2:29][C:28]4[C:27]([C:31]5[CH:36]=[CH:35][CH:34]=[CH:33][N:32]=5)=[N:26][CH:25]=[N:24][C:23]=4[CH2:22]3)=[O:20])[C:4]=12.Cl.[N:39]1C=CC=[CH:41][C:40]=1C1C2CCNCC=2N=CN=1.COC1C=NC(N2C=CN=N2)=C2NC=C(C(=O)C(O)=O)C=12>>[CH3:1][O:2][C:3]1[CH:8]=[N:7][C:6]([N:9]2[CH:41]=[CH:40][N:39]=[N:10]2)=[C:5]2[NH:15][CH:16]=[C:17]([C:18](=[O:37])[C:19]([N:21]3[CH2:30][CH2:29][C:28]4[C:27]([C:31]5[CH:36]=[CH:35][CH:34]=[CH:33][N:32]=5)=[N:26][CH:25]=[N:24][C:23]=4[CH2:22]3)=[O:20])[C:4]=12 |f:1.2|. The reactants are COC1=C2C(=C(N=C1)N1N=C(N=C1)C)NC=C2C(C(=O)N2CC=1N=CN=C(C1CC2)C2=NC=CC=C2)=O (1-(4-methoxy-7-(3-methyl-1H-1,2,4-triazol-1-yl)-1H-pyrrolo[2,3-c]pyridin-3-yl)-2-(4-(pyridin-2-yl)-5,6-dihydropyrido[3,4-d]pyrimidin-7(8H)-yl)ethane-1,2-dione), Cl.N1=C(C=CC=C1)C=1C2=C(N=CN1)CNCC2 (4-(pyridin-2-yl)-5,6,7,8-tetrahydropyrido[3,4-d]pyrimidine hydrochloride), COC1=C2C(=C(N=C1)N1N=NC=C1)NC=C2C(C(=O)O)=O (2-(4-methoxy-7-(1H-1,2,3-triazol-1-yl)-1H-pyrrolo[2,3-c]pyridin-3-yl)-2-oxoacetic acid). Starting materials: IC=1C=C(C=CC1)NC(=O)N1CCC2=C1N=C(N=C2C=2C=NC(=NC2)N(CC2=CC=C(C=C2)OC)CC2=CC=C(C=C2)OC)N2CCOCC2 (4-{2-[Bis-(4-methoxy-benzyl)-amino]-pyrimidin-5-yl}-2-morpholin-4-yl-5,6-dihydro-pyrrolo[2,3-d]pyrimidine-7-carboxylic acid (3-iodo-phenyl)-amide), C(C)N1CCNCC1 (1-ethyl-piperazine), COC=1C=CC=C(C1C=2C=CC=CC2P(C3CCCCC3)C4CCCCC4)OC (S-Phos), P(=O)([O-])([O-])[O-].[K+].[K+].[K+] (potassium phosphate). Reagents/catalysts: C=1C=CC(=CC1)/C=C/C(=O)/C=C/C2=CC=CC=C2.C=1C=CC(=CC1)/C=C/C(=O)/C=C/C2=CC=CC=C2.C=1C=CC(=CC1)/C=C/C(=O)/C=C/C2=CC=CC=C2.[Pd].[Pd] (tris(dibenzylideneacetone)dipalladium). The solvent is CN(C)C=O (DMF), O (water). Product: C(C)N1CCN(CC1)C=1C=C(C=CC1)NC(=O)N1CCC2=C1N=C(N=C2C=2C=NC(=NC2)N(CC2=CC=C(C=C2)OC)CC2=CC=C(C=C2)OC)N2CCOCC2 (4-{2-[bis-(4-methoxy-benzyl)-amino]-pyrimidin-5-yl}-2-morpholin-4-yl-5,6-dihydro-pyrrolo[2,3-d]pyrimidine-7-carboxylic acid [3-(4-ethyl-piperazin-1-yl)-phenyl]-amide). As a reaction SMILES: I[C:2]1[CH:3]=[C:4]([NH:8][C:9]([N:11]2[C:15]3[N:16]=[C:17]([N:45]4[CH2:50][CH2:49][O:48][CH2:47][CH2:46]4)[N:18]=[C:19]([C:20]4[CH:21]=[N:22][C:23]([N:26]([CH2:36][C:37]5[CH:42]=[CH:41][C:40]([O:43][CH3:44])=[CH:39][CH:38]=5)[CH2:27][C:28]5[CH:33]=[CH:32][C:31]([O:34][CH3:35])=[CH:30][CH:29]=5)=[N:24][CH:25]=4)[C:14]=3[CH2:13][CH2:12]2)=[O:10])[CH:5]=[CH:6][CH:7]=1.[CH2:51]([N:53]1[CH2:58][CH2:57][NH:56][CH2:55][CH2:54]1)[CH3:52].COC1C=CC=C(OC)C=1C1C=CC=CC=1P(C1CCCCC1)C1CCCCC1.P([O-])([O-])([O-])=O.[K+].[K+].[K+]>CN(C=O)C.C1C=CC(/C=C/C(/C=C/C2C=CC=CC=2)=O)=CC=1.C1C=CC(/C=C/C(/C=C/C2C=CC=CC=2)=O)=CC=1.C1C=CC(/C=C/C(/C=C/C2C=CC=CC=2)=O)=CC=1.[Pd].[Pd].O>[CH2:51]([N:53]1[CH2:58][CH2:57][N:56]([C:2]2[CH:3]=[C:4]([NH:8][C:9]([N:11]3[C:15]4[N:16]=[C:17]([N:45]5[CH2:50][CH2:49][O:48][CH2:47][CH2:46]5)[N:18]=[C:19]([C:20]5[CH:21]=[N:22][C:23]([N:26]([CH2:36][C:37]6[CH:42]=[CH:41][C:40]([O:43][CH3:44])=[CH:39][CH:38]=6)[CH2:27][C:28]6[CH:33]=[CH:32][C:31]([O:34][CH3:35])=[CH:30][CH:29]=6)=[N:24][CH:25]=5)[C:14]=4[CH2:13][CH2:12]3)=[O:10])[CH:5]=[CH:6][CH:7]=2)[CH2:55][CH2:54]1)[CH3:52] |f:3.4.5.6,8.9.10.11.12|. Procedure details: 4-{2-[Bis-(4-methoxy-benzyl)-amino]-pyrimidin-5-yl}-2-morpholin-4-yl-5,6-dihydro-pyrrolo[2,3-d]pyrimidine-7-carboxylic acid (3-iodo-phenyl)-amide (48 mg) obtained in Step A, 1-ethyl-piperazine (77.5 μl), tris(dibenzylideneacetone)dipalladium (5.5 mg), S-Phos (5.0 mg) and potassium phosphate (26.0 mg) were stirred in DMF (5 ml) at 100° C. for 3 hours. To this, water was added, to filter the solid, which was dissolved in dichloromethane, followed by drying over sodium sulfate. After the sodium sul... Reactants: NC=1C(=CC(=C(C1)C=1C(N(C2=CC(=NC=C2C1)Cl)CC)=O)Cl)F (3-(5-amino-2-chloro-4-fluorophenyl)-7-chloro-1-ethyl-1,6-naphthyridin-2(1H)-one), CN(C(C)N)C (N,N-dimethylethanediamine), CN(C)C=O (DMF). Run in O (water). Reaction conditions: temperature 100 celsius. Yields the product NC=1C(=CC(=C(C1)C=1C(N(C2=CC(=NC=C2C1)NCCN(C)C)CC)=O)Cl)F (3-(5-amino-2-chloro-4-fluorophenyl)-7-(2-(dimethylamino)ethylamino)-1-ethyl-1,6-naphthyridin-2(1H)-one). Isolated yield 85.0%. Reaction SMILES: [NH2:1][C:2]1[C:3]([F:23])=[CH:4][C:5]([Cl:22])=[C:6]([C:8]2[C:9](=[O:21])[N:10]([CH2:19][CH3:20])[C:11]3[C:16]([CH:17]=2)=[CH:15][N:14]=[C:13](Cl)[CH:12]=3)[CH:7]=1.[CH3:24][N:25]([CH3:29])[CH:26](N)[CH3:27].C[N:31](C=O)C>O>[NH2:1][C:2]1[C:3]([F:23])=[CH:4][C:5]([Cl:22])=[C:6]([C:8]2[C:9](=[O:21])[N:10]([CH2:19][CH3:20])[C:11]3[C:16]([CH:17]=2)=[CH:15][N:14]=[C:13]([NH:31][CH2:27][CH2:26][N:25]([CH3:29])[CH3:24])[CH:12]=3)[CH:7]=1. Procedure details: To a solution of Example A3 (1.00 g, 2.84 mmol) in DMF (10 mL) was added N,N-dimethylethanediamine (0.250 g, 2.84 mmol) and the resulting reaction mixture was heated at 100° C. for 36 h. The reaction mixture was diluted with water and extracted with EtOAc (3×). The combined organic layers were washed with brine, dried (MgSO4), and the solvent evaporated. The residue was crystallized from IPA to provide 3-(5-amino-2-chloro-4-fluorophenyl)-7-(2-(dimethylamino)ethylamino)-1-ethyl-1,6-naphthyridin-2...